This data is from the Open Reaction Database (ORD), a public repository of structured organic reaction records. The task is: describe an organic reaction: reactants, conditions, products, and yield Reactants: CC(C#N)CCCCCC(=O)O, CCOCC, C1CCC(NC2CCCCC2)CC1, ClCCl, Cl, COc1ccc(C(=O)C(N)c2ccc(OC)cc2)cc1, [Na+], O, O=S(=O)([O-])O, c1ccncc1. Yields the product COc1ccc(C(=O)C(NC(=O)CCCCCC(C)C#N)c2ccc(OC)cc2)cc1. Reaction SMILES: [C:14](#[N:15])[CH:16]([CH2:17][CH2:18][CH2:19][CH2:20][CH2:21][C:22](=[O:23])[OH:24])[CH3:25].[CH3:32][CH2:33][O:34][CH2:35][CH3:36].[CH:1]1([NH:2][CH:3]2[CH2:4][CH2:5][CH2:6][CH2:7][CH2:8]2)[CH2:9][CH2:10][CH2:11][CH2:12][CH2:13]1.[Cl:58][CH2:59][Cl:60].[ClH:37].[NH2:38][CH:39]([C:40](=[O:41])[c:42]1[cH:43][cH:44][c:45]([O:48][CH3:49])[cH:46][cH:47]1)[c:50]1[cH:51][cH:52][c:53]([O:56][CH3:57])[cH:54][cH:55]1.[Na+:31].[OH2:61].[S:26]([O-:27])([OH:28])(=[O:29])=[O:30].[cH:62]1[cH:63][cH:64][n:65][cH:66][cH:67]1>>[C:14](#[N:15])[CH:16]([CH2:17][CH2:18][CH2:19][CH2:20][CH2:21][C:22](=[O:24])[NH:38][CH:39]([C:40](=[O:41])[c:42]1[cH:43][cH:44][c:45]([O:48][CH3:49])[cH:46][cH:47]1)[c:50]1[cH:51][cH:52][c:53]([O:56][CH3:57])[cH:54][cH:55]1)[CH3:25].